Task: describe an organic reaction: reactants, conditions, products, and yield. Dataset: the Open Reaction Database (ORD), a public repository of structured organic reaction records Reactants: COc1c(Br)c(CBr)c(OC)c(OC)c1OC, CCOC(=O)C(CCCCOc1ccc(C(=O)OC)cc1)C(=O)OCC, [H-], [Na+], CN(C)C=O, O. The product is CCOC(=O)C(CCCCOc1ccc(C(=O)OC)cc1)(Cc1c(Br)c(OC)c(OC)c(OC)c1OC)C(=O)OCC. Reaction SMILES: [Br:34][c:35]1[c:36]([O:49][CH3:50])[c:37]([O:47][CH3:48])[c:38]([O:45][CH3:46])[c:39]([O:43][CH3:44])[c:40]1[CH2:41][Br:42].[CH2:8]([CH3:9])[O:10][C:11](=[O:12])[CH:13]([C:14](=[O:15])[O:16][CH2:17][CH3:18])[CH2:19][CH2:20][CH2:21][CH2:22][O:23][c:24]1[cH:25][cH:26][c:27]([C:30](=[O:31])[O:32][CH3:33])[cH:28][cH:29]1.[H-:1].[Na+:2].[O:3]=[CH:4][N:5]([CH3:6])[CH3:7].[OH2:51]>>[CH2:8]([CH3:9])[O:10][C:11](=[O:12])[C:13]([C:14](=[O:15])[O:16][CH2:17][CH3:18])([CH2:19][CH2:20][CH2:21][CH2:22][O:23][c:24]1[cH:25][cH:26][c:27]([C:30](=[O:31])[O:32][CH3:33])[cH:28][cH:29]1)[CH2:41][c:40]1[c:35]([Br:34])[c:36]([O:49][CH3:50])[c:37]([O:47][CH3:48])[c:38]([O:45][CH3:46])[c:39]1[O:43][CH3:44].